describe an organic reaction: reactants, conditions, products, and yield From a dataset of the Open Reaction Database (ORD), a public repository of structured organic reaction records. Reactants: ClC(=O)OCC (ethyl chloroformate), FC=1C=C(C=CC1F)N(C(=O)N)O (1-(3,4-Difluorophenyl)-1-hydroxyurea), O (water). The solvent is [OH-].[Na+] (sodium hydroxide). Reaction conditions: time 1 hour. The product is FC=1C=C(C=CC1F)N1OC(NC1=O)=O (2-(3,4-difluorophenyl)-1,2,4-oxadiazolidin-3,5-dione). RXN SMILES: [F:1][C:2]1[CH:3]=[C:4]([N:9]([OH:13])[C:10]([NH2:12])=[O:11])[CH:5]=[CH:6][C:7]=1[F:8].Cl[C:15](OCC)=[O:16].O>[OH-].[Na+]>[F:1][C:2]1[CH:3]=[C:4]([N:9]2[C:10](=[O:11])[NH:12][C:15](=[O:16])[O:13]2)[CH:5]=[CH:6][C:7]=1[F:8] |f:3.4|. Procedure: 1-(3,4-Difluorophenyl)-1-hydroxyurea (0.2 mole) dissolved in aqueous sodium hydroxide (200 ml; 2N) is charged into a glass reaction vessel equipped with a mechanical stirrer and thermometer. The solution is cooled to a temperature of about 10°C and ethyl chloroformate (0.21 mole) is slowly added with stirring. After the addition is completed stirring is continued for a period of about one hour. The reaction mixture is then poured into 2 liters of water. The resulting aqueous solution is then fil... Reaction SMILES: O[Li].[OH2:3].C(OC(=O)[CH2:8][CH:9]1[N:14]2[CH:15]=[C:16]([N+:18]([O-:20])=[O:19])[CH:17]=[C:13]2[C:12](=[O:21])[NH:11][CH2:10]1)C.O1CCCC1.[OH2:28]>>[N+:18]([C:16]1[CH:17]=[C:13]2[C:12](=[O:21])[NH:11][CH2:10][CH:9]([C:8]([OH:28])=[O:3])[N:14]2[CH:15]=1)([O-:20])=[O:19] |f:0.1,3.4|. Procedure details: LiOH.H2O (27 mg, 1.12 mmol) was added to a solution of ethyl(7-nitro-1-oxo-1,2,3,4-tetrahydropyrrolo[1,2-a]pyrazin-4-yl)acetate (V, where R1=OCH2CH3) (0.15 g, 0.56 mmol) in a mixture tetrahydrofuran-water (1:1, 9 mL) and the reaction mixture was stirred at room temperature for 3 h. The organic phase was washed with dichloromethane (2×10 mL). The aqueous phase was acidified with hydrochloric acid (1 M) to reach pH<1 and extracted with EtOAc (3×10 mL). The combined organic layers were dried over N... The yield is 75.0%. Run at time 3 hour. The product is [N+](=O)([O-])C=1C=C2N(C(CNC2=O)C(=O)O)C1 (7-nitro-1-oxo-1,2,3,4-tetrahydropyrrolo[1,2-a]pyrazine-4-carboxylic acid). Starting materials: O[Li].O (LiOH.H2O), C(C)OC(CC1CNC(C=2N1C=C(C2)[N+](=O)[O-])=O)=O (ethyl(7-nitro-1-oxo-1,2,3,4-tetrahydropyrrolo[1,2-a]pyrazin-4-yl)acetate), O1CCCC1.O (tetrahydrofuran water).